Task: describe an organic reaction: reactants, conditions, products, and yield. Dataset: the Open Reaction Database (ORD), a public repository of structured organic reaction records Reactants: CC(=O)OCc1c(OCc2ccccc2)ccc(OC(C)=O)c1F, CCOC(C)=O. The product is CC(=O)OCc1c(O)ccc(OC(C)=O)c1F. As a reaction SMILES: [C:1]([CH3:2])(=[O:3])[O:4][c:5]1[c:6]([F:24])[c:7]([CH2:19][O:20][C:21]([CH3:22])=[O:23])[c:8]([O:11][CH2:12][c:13]2[cH:14][cH:15][cH:16][cH:17][cH:18]2)[cH:9][cH:10]1.[CH3:25][CH2:26][O:27][C:28](=[O:29])[CH3:30]>>[C:1]([CH3:2])(=[O:3])[O:4][c:5]1[c:6]([F:24])[c:7]([CH2:19][O:20][C:21]([CH3:22])=[O:23])[c:8]([OH:11])[cH:9][cH:10]1. Reactants: CC1(NCCC1)C (2,2-dimethylpyrrolidine), CN(C)C(=[N+](C)C)ON1C2=C(C=CC=C2)N=N1.[B-](F)(F)(F)F (TBTU), CCN(C(C)C)C(C)C (DIEA), C1(CC1)C=1C=CC(=NC1S(=O)(=O)CC(C)C)C(=O)O (5-cyclopropyl-6-(isobutylsulfonyl)picolinic acid). The product is C1(CC1)C=1C=CC(=NC1S(=O)(=O)CC(C)C)C(=O)N1C(CCC1)(C)C ([5-Cyclopropyl-6-(2-methyl-propane-1-sulfonyl)-pyridin-2-yl]-(2,2-dimethyl-pyrrolidin-1-yl)-methanone). RXN SMILES: [CH:1]1([C:4]2[CH:5]=[CH:6][C:7]([C:17]([OH:19])=O)=[N:8][C:9]=2[S:10]([CH2:13][CH:14]([CH3:16])[CH3:15])(=[O:12])=[O:11])[CH2:3][CH2:2]1.[CH3:20][C:21]1([CH3:26])[CH2:25][CH2:24][CH2:23][NH:22]1.CN(C(ON1N=NC2C=CC=CC1=2)=[N+](C)C)C.[B-](F)(F)(F)F.CCN(C(C)C)C(C)C>>[CH:1]1([C:4]2[CH:5]=[CH:6][C:7]([C:17]([N:22]3[CH2:23][CH2:24][CH2:25][C:21]3([CH3:26])[CH3:20])=[O:19])=[N:8][C:9]=2[S:10]([CH2:13][CH:14]([CH3:15])[CH3:16])(=[O:11])=[O:12])[CH2:2][CH2:3]1 |f:2.3|. Procedure: In analogy to the procedure described in Example 47 b), 5-cyclopropyl-6-(isobutylsulfonyl)picolinic acid (Example 6 d)) was reacted with 2,2-dimethylpyrrolidine (CAN 35018-15-6) in the presence of TBTU and DIEA to obtain the title compound as colorless solid; MS (EI): m/e=365.5 [MH+]. The reactants are N#Cc1ccc(Cl)nc1, CCNC(=O)Nc1ccc(-c2nc3c(c(N4CCOCC4C)n2)CCNC3)cc1. The product is CCNC(=O)Nc1ccc(-c2nc3c(c(N4CCOCC4C)n2)CCN(c2ccc(C#N)cn2)C3)cc1. RXN SMILES: [C:30](#[N:31])[c:32]1[cH:33][cH:34][c:35]([Cl:38])[n:36][cH:37]1.[CH2:1]([CH3:2])[NH:3][C:4](=[O:5])[NH:6][c:7]1[cH:8][cH:9][c:10](-[c:13]2[n:14][c:15]([N:23]3[CH:24]([CH3:29])[CH2:25][O:26][CH2:27][CH2:28]3)[c:16]3[c:17]([n:18]2)[CH2:19][NH:20][CH2:21][CH2:22]3)[cH:11][cH:12]1>>[CH2:1]([CH3:2])[NH:3][C:4](=[O:5])[NH:6][c:7]1[cH:8][cH:9][c:10](-[c:13]2[n:14][c:15]([N:23]3[CH:24]([CH3:29])[CH2:25][O:26][CH2:27][CH2:28]3)[c:16]3[c:17]([n:18]2)[CH2:19][N:20]([c:35]2[cH:34][cH:33][c:32]([C:30]#[N:31])[cH:37][n:36]2)[CH2:21][CH2:22]3)[cH:11][cH:12]1. Reactants: CN1CCCC1=O, Cc1cc2nc(N)cc(Cl)n2n1, O=C(Cl)c1ccc(C(F)(F)F)nc1, O. Product: Cc1cc2nc(NC(=O)c3ccc(C(F)(F)F)nc3)cc(Cl)n2n1. RXN SMILES: [CH3:26][N:27]1[CH2:28][CH2:29][CH2:30][C:31]1=[O:32].[Cl:1][c:2]1[cH:3][c:4]([NH2:12])[n:5][c:6]2[n:7]1[n:8][c:9]([CH3:11])[cH:10]2.[F:13][C:14]([c:15]1[n:16][cH:17][c:18]([C:19](=[O:20])[Cl:21])[cH:22][cH:23]1)([F:24])[F:25].[OH2:33]>>[Cl:1][c:2]1[cH:3][c:4]([NH:12][C:19]([c:18]2[cH:17][n:16][c:15]([C:14]([F:13])([F:24])[F:25])[cH:23][cH:22]2)=[O:20])[n:5][c:6]2[n:7]1[n:8][c:9]([CH3:11])[cH:10]2. Starting materials: CC(C)(C)OC(=O)N1CC=CC1, ClCCl, ClCCCl, O=C(OO)c1cccc(Cl)c1. Product: CC(C)(C)OC(=O)N1CC2OC2C1. RXN SMILES: [C:1]([CH3:2])([CH3:3])([CH3:4])[O:5][C:6](=[O:7])[N:8]1[CH2:9][CH:10]=[CH:11][CH2:12]1.[Cl:24][CH2:25][Cl:26].[Cl:27][CH2:28][CH2:29][Cl:30].[OH:13][O:14][C:15]([c:16]1[cH:17][c:18]([Cl:19])[cH:20][cH:21][cH:22]1)=[O:23]>>[C:1]([CH3:2])([CH3:3])([CH3:4])[O:5][C:6](=[O:7])[N:8]1[CH2:9][CH:10]2[CH:11]([CH2:12]1)[O:13]2. Starting materials: CCOC(=O)CC(=O)CBr, CC(=O)O, O=N[O-], [Na+], O. Yields the product CCOC(=O)C(=NO)C(=O)CBr. Reaction SMILES: [Br:5][CH2:6][C:7]([CH2:8][C:9](=[O:10])[O:11][CH2:12][CH3:13])=[O:14].[CH3:16][C:17](=[O:18])[OH:19].[N:1](=[O:2])[O-:3].[Na+:4].[OH2:15]>>[N:1]([OH:3])=[C:8]([C:7]([CH2:6][Br:5])=[O:14])[C:9](=[O:10])[O:11][CH2:12][CH3:13].